This data is from the Open Reaction Database (ORD), a public repository of structured organic reaction records. The task is: describe an organic reaction: reactants, conditions, products, and yield Starting materials: CC1(C(=O)NC(=O)N1CO)C (MDMH), C=O (formaldehyde), C=O (formaldehyde), CC1(C(=O)NC(=O)N1CO)C (MDMH), C=O (formaldehyde). Yields the product CC1(C(=O)N(C(=O)N1CO)CO)C (DMDMH), C=O (formaldehyde). As a reaction SMILES: [CH3:1][C:2]1([CH3:11])[N:8]([CH2:9][OH:10])[C:6](=[O:7])[NH:5][C:3]1=[O:4].[CH2:12]=[O:13]>>[CH3:1][C:2]1([CH3:11])[N:8]([CH2:9][OH:10])[C:6](=[O:7])[N:5]([CH2:12][OH:13])[C:3]1=[O:4].[CH2:3]=[O:4]. Reported procedure: DMDMH is a formaldehyde donor which is the diformylated product of DMH and formaldehyde. MDMH is first formed as an intermediate. MDMH, itself, is a formaldehyde scavenger containing about 19% by weight of bound, but available, formaldehyde. Subsequent reaction of MDMH with formaldehyde yields DMDMH which theoretically contains 31.9% of bound but available, formaldehyde. Starting materials: [OH-].[Na+] (NaOH), CS(=O)(=O)C1=CC=C(C=C1)Cl (4-chlorophenyl methyl sulfone), COC1=CC=C(C=C1)O (4-methoxyphenol), C(=O)([O-])[O-].[K+].[K+] (K2CO3). Solvent: S1(=O)(=O)CCCC1 (sulfolane). Conditions: temperature 160 celsius, time 14.5 hour. The product is CS(=O)(=O)C1=CC=C(OC2=CC=C(C=C2)OC)C=C1 (4-(4-(Methylsulfonyl)phenoxy)-1-methoxybenzene). Yield: 85.4%. Reaction SMILES: [CH3:1][S:2]([C:5]1[CH:10]=[CH:9][C:8](Cl)=[CH:7][CH:6]=1)(=[O:4])=[O:3].[CH3:12][O:13][C:14]1[CH:19]=[CH:18][C:17]([OH:20])=[CH:16][CH:15]=1.C([O-])([O-])=O.[K+].[K+].[OH-].[Na+]>S1(CCCC1)(=O)=O>[CH3:1][S:2]([C:5]1[CH:10]=[CH:9][C:8]([O:20][C:17]2[CH:18]=[CH:19][C:14]([O:13][CH3:12])=[CH:15][CH:16]=2)=[CH:7][CH:6]=1)(=[O:4])=[O:3] |f:2.3.4,5.6|. Reported procedure: To a solution of 38.1 g of 4-chlorophenyl methyl sulfone and 37.2 g of 4-methoxyphenol dissolved in 150 ml of sulfolane was added 41.5 g of K2CO3. The mixture was heated at 160° C. for 7 hrs and then at 170° C. for 14.5 hrs and cooled. The mixture was poured into aqueous NaOH and the crystalline product collected by filtration, washed well with water and dried, which gave 47.5 g (85.3% yield) of product. Recrystallization from ethanol gave purified 4-(4-(methylsulfonyl)phenoxy)-1-methoxybenzene,...